Dataset: the Open Reaction Database (ORD), a public repository of structured organic reaction records. Task: describe an organic reaction: reactants, conditions, products, and yield Reactants: Cc1ccncc1-c1nc(-c2cccc(C(=O)O)c2)cs1, CNC, O=S(Cl)Cl. The product is Cc1ccncc1-c1nc(-c2cccc(C(=O)N(C)C)c2)cs1. Reaction SMILES: [CH3:1][c:2]1[c:3](-[c:8]2[s:9][cH:10][c:11](-[c:13]3[cH:14][c:15]([C:16](=[O:17])[OH:18])[cH:19][cH:20][cH:21]3)[n:12]2)[cH:4][n:5][cH:6][cH:7]1.[CH3:26][NH:27][CH3:28].[S:22]([Cl:23])([Cl:24])=[O:25]>>[CH3:1][c:2]1[c:3](-[c:8]2[s:9][cH:10][c:11](-[c:13]3[cH:14][c:15]([C:16](=[O:18])[N:27]([CH3:26])[CH3:28])[cH:19][cH:20][cH:21]3)[n:12]2)[cH:4][n:5][cH:6][cH:7]1. Starting materials: C(C)(=O)O[BH-](OC(C)=O)OC(C)=O.[Na+] (sodium triacetoxyborohydride), ClC=1C=C(C=CC1)C=1N=C(SC1C(=O)N)N1C=NC2=C1C=C(C=C2)OCC2CCNCC2 (4-(3-chloro-phenyl)-2-[6-(piperidin-4-ylmethoxy)-benzoimidazol-1-yl]-thiazole-5-carboxylic acid amide), C=O (formaldehyde), C(C)(=O)O (acetic acid). The solvent is CO.ClCCl (methanol dichloromethane). Run at time 18 hour. The product is ClC=1C=C(C=CC1)C=1N=C(SC1C(=O)N)N1C=NC2=C1C=C(C=C2)OCC2CCN(CC2)C (4-(3-chloro-phenyl)-2-[6-(1-methyl-piperidin-4-ylmethoxy)-benzoimidazol-1-yl]-thiazole-5-carboxylic acid amide). Yield: 51.9%. Reaction SMILES: [Cl:1][C:2]1[CH:3]=[C:4]([C:8]2[N:9]=[C:10]([N:16]3[C:20]4[CH:21]=[C:22]([O:25][CH2:26][CH:27]5[CH2:32][CH2:31][NH:30][CH2:29][CH2:28]5)[CH:23]=[CH:24][C:19]=4[N:18]=[CH:17]3)[S:11][C:12]=2[C:13]([NH2:15])=[O:14])[CH:5]=[CH:6][CH:7]=1.C=O.[C:35](O)(=O)C.C(O[BH-](OC(=O)C)OC(=O)C)(=O)C.[Na+]>CO.ClCCl>[Cl:1][C:2]1[CH:3]=[C:4]([C:8]2[N:9]=[C:10]([N:16]3[C:20]4[CH:21]=[C:22]([O:25][CH2:26][CH:27]5[CH2:28][CH2:29][N:30]([CH3:35])[CH2:31][CH2:32]5)[CH:23]=[CH:24][C:19]=4[N:18]=[CH:17]3)[S:11][C:12]=2[C:13]([NH2:15])=[O:14])[CH:5]=[CH:6][CH:7]=1 |f:3.4,5.6|. Procedure details: To a mixture of 0.030 g (0.06 mmole) of 4-(3-chloro-phenyl)-2-[6-(piperidin-4-ylmethoxy)-benzoimidazol-1-yl]-thiazole-5-carboxylic acid amide (I.23), 0.0095 mL (0.13 mmole) of 37% aqueous formaldehyde solution, 0.0041 mL (0.070 mmole) of acetic acid and 2.1 mL of methanol-dichloromethane (2:5) was added 0.019 g (0.090 mmole) of sodium triacetoxyborohydride. The mixture was stirred at room temperature for 18 hours and then concentrated under reduced pressure. The residue was diluted with dichloro... Reactants: N#CCC(=O)O, CC1(C(=O)c2c[nH]c3ncc(-c4cccc(N5CCNCC5)c4)nc23)CCCCC1, CCN=C=NCCCN(C)C, ClCCl, Cl, On1nnc2ccccc21. Yields the product CC1(C(=O)c2c[nH]c3ncc(-c4cccc(N5CCN(C(=O)CC#N)CC5)c4)nc23)CCCCC1. RXN SMILES: [C:41](#[N:42])[CH2:43][C:44](=[O:45])[OH:46].[CH3:1][C:2]1([C:8](=[O:9])[c:10]2[cH:11][nH:12][c:13]3[n:14][cH:15][c:16](-[c:19]4[cH:20][c:21]([N:25]5[CH2:26][CH2:27][NH:28][CH2:29][CH2:30]5)[cH:22][cH:23][cH:24]4)[n:17][c:18]23)[CH2:3][CH2:4][CH2:5][CH2:6][CH2:7]1.[CH3:48][N:49]([CH3:50])[CH2:51][CH2:52][CH2:53][N:54]=[C:55]=[N:56][CH2:57][CH3:58].[Cl:59][CH2:60][Cl:61].[ClH:47].[n:31]1([OH:32])[c:33]2[cH:34][cH:35][cH:36][cH:37][c:38]2[n:39][n:40]1>>[CH3:1][C:2]1([C:8](=[O:9])[c:10]2[cH:11][nH:12][c:13]3[n:14][cH:15][c:16](-[c:19]4[cH:20][c:21]([N:25]5[CH2:26][CH2:27][N:28]([C:44]([CH2:43][C:41]#[N:42])=[O:45])[CH2:29][CH2:30]5)[cH:22][cH:23][cH:24]4)[n:17][c:18]23)[CH2:3][CH2:4][CH2:5][CH2:6][CH2:7]1. Reactants: ClC1=CC(=CC=C1)C(=O)OO (m-chloroperbenzoic acid), C(C)SC=1C(=NC=C(C1)C(F)(F)F)C(=O)N(C1=NC=C(C=C1)C(F)(F)F)C (3-ethylsulfanyl-N-methyl-5-trifluoromethyl-N-(5-trifluoromethylpyridin-2-yl)picolinamide), C([O-])(O)=O.[Na+] (sodium bicarbonate), S(=S)(=O)([O-])[O-].[Na+].[Na+] (sodium thiosulfate). The solvent is C(Cl)(Cl)Cl (chloroform). Run at time 3 hour. Yields the product C(C)S(=O)(=O)C=1C(=NC=C(C1)C(F)(F)F)C(=O)N(C1=NC=C(C=C1)C(F)(F)F)C (3-ethylsulfonyl-N-methyl-5-trifluoromethyl-N-(5-trifluoromethylpyridin-2-yl)picolinamide). As a reaction SMILES: Cl[C:2]1C=CC=C(C(OO)=O)[CH:3]=1.C(S[C:15]1[C:16]([C:25]([N:27]([CH3:38])[C:28]2[CH:33]=[CH:32][C:31]([C:34]([F:37])([F:36])[F:35])=[CH:30][N:29]=2)=[O:26])=[N:17][CH:18]=[C:19]([C:21]([F:24])([F:23])[F:22])[CH:20]=1)C.C(=O)(O)[O-].[Na+].[S:44]([O-:48])([O-])(=[O:46])=S.[Na+].[Na+]>C(Cl)(Cl)Cl>[CH2:2]([S:44]([C:15]1[C:16]([C:25]([N:27]([CH3:38])[C:28]2[CH:33]=[CH:32][C:31]([C:34]([F:36])([F:37])[F:35])=[CH:30][N:29]=2)=[O:26])=[N:17][CH:18]=[C:19]([C:21]([F:24])([F:22])[F:23])[CH:20]=1)(=[O:48])=[O:46])[CH3:3] |f:2.3,4.5.6|. Procedure details: 0.23 g of m-chloroperbenzoic acid (purity of 68%) was added to a mixture of 0.10 g of 3-ethylsulfanyl-N-methyl-5-trifluoromethyl-N-(5-trifluoromethylpyridin-2-yl)picolinamide (Compound of Present Invention 24) and 5 mL of chloroform under ice cooling, and the mixture was stirred at room temperature for 3 hours. A saturated aqueous sodium bicarbonate solution and a saturated aqueous sodium thiosulfate solution were poured to the reaction mixture, and the mixture was extracted with ethyl acetate. ... Run in ClCCl (dichloromethane). Yields the product C(C)OC(C1=C(C(=C(C(=C1)F)F)OC)F)=O (2,4,5-Trifluoro-3-methoxybenzoic acid ethyl ester). Reaction conditions: temperature 0 celsius, time 5 minute. Reported procedure: A solution of 2,4,5-trifluoro-3-methoxybenzoic acid (2.513 g, 12.19 mmol) in dichloromethane (50 mL) at 0° C. is treated with oxalyl chloride (5.4 mL, 61.9 mmol) followed by N,N-dimethylformamide (4 drops). The mixture is stirred at 0° C. for 5 minutes and then at room temperature for 2.5 hours. The mixture is concentrated to near dryness and then co-evaporated from benzene. The resulting acid chloride is diluted with dichloromethane (50 mL), cooled to 0° C., and then anhydrous ethanol (7.30 mL,... The yield is 98.8%. RXN SMILES: [F:1][C:2]1[C:10]([O:11][CH3:12])=[C:9]([F:13])[C:8]([F:14])=[CH:7][C:3]=1[C:4]([OH:6])=[O:5].[C:15](Cl)(=O)[C:16](Cl)=O.C(O)C.C([O-])(O)=O.[Na+]>ClCCl.CN(C)C=O>[CH2:15]([O:5][C:4](=[O:6])[C:3]1[CH:7]=[C:8]([F:14])[C:9]([F:13])=[C:10]([O:11][CH3:12])[C:2]=1[F:1])[CH3:16] |f:3.4|. Reactants: FC1=C(C(=O)O)C=C(C(=C1OC)F)F (2,4,5-trifluoro-3-methoxybenzoic acid), C(C(=O)Cl)(=O)Cl (oxalyl chloride), C(=O)(O)[O-].[Na+] (NaHCO3), C(C)O (ethanol). The reagents and catalysts are CN(C=O)C (N,N-dimethylformamide). Starting materials: IN1C(CCC1=O)=O (N-iodosuccinimide), NC=1N=C(C=C(C(=O)OCC)C1)C (Ethyl 6-amino-2-methylisonicotinate), IN1C(CCC1=O)=O (N-iodosuccinimide). Run in CN(C)C=O (DMF). Reaction conditions: temperature 60 celsius, time 8 hour. The product is NC=1N=C(C(=C(C(=O)OCC)C1)I)C (ethyl 6-amino-3-iodo-2-methylisonicotinate). Yield: 56.5%. As a reaction SMILES: [NH2:1][C:2]1[N:3]=[C:4]([CH3:13])[CH:5]=[C:6]([CH:12]=1)[C:7]([O:9][CH2:10][CH3:11])=[O:8].[I:14]N1C(=O)CCC1=O>CN(C=O)C>[NH2:1][C:2]1[N:3]=[C:4]([CH3:13])[C:5]([I:14])=[C:6]([CH:12]=1)[C:7]([O:9][CH2:10][CH3:11])=[O:8]. Procedure: Ethyl 6-amino-2-methylisonicotinate (2.00 g, 11.1 mmol) was dissolved in DMF (20 mL), and the solution was stirred overnight at 60° C. after adding N-iodosuccinimide (2.50 g, 11.1 mmol). The reaction mixture was stirred at 60° C. for 5 hours after adding N-iodosuccinimide (1.25 g, 5.55 mmol). The reaction mixture was allowed to cool to room temperature, and extracted with a mixed solvent of ethyl acetate and hexane after adding a sodium hydrogen carbonate aqueous solution. The organic layer was ... The reagents and catalysts are [Zn] (Zn), Cl[Hg]Cl (HgCl2). Reported procedure: To a well stirred solution of 5-acetyl-4-hydroxy-2,3-dimethylphenyl acetate (4.7 g) in 100 mL of toluene were added Zn dust (5.0 g), HgCl2 (480 mg), water (9 mL) and concentrated HCl (9 mL). The heterogeneous mixture was allowed to reflux for 2 days. The mixture was cooled, filtered, and extracted with ethyl acetate. The organic layer was washed with saturated NaHCO3 and water, and dried over anhydrous Na2SO4. Evaporation of the organic solvents gave 3.5 g of 5-ethyl-2,3-dimethylbenzene-1,4-diol... Yields the product C(C)C=1C(=C(C(=C(C1)O)C)C)O (5-ethyl-2,3-dimethylbenzene-1,4-diol). Solvent: C1(=CC=CC=C1)C (toluene). Reaction SMILES: C([O:4][C:5]1[CH:10]=[C:9]([C:11](=O)[CH3:12])[C:8]([OH:14])=[C:7]([CH3:15])[C:6]=1[CH3:16])(=O)C.O.Cl>C1(C)C=CC=CC=1.[Zn].Cl[Hg]Cl>[CH2:11]([C:9]1[C:8]([OH:14])=[C:7]([CH3:15])[C:6]([CH3:16])=[C:5]([OH:4])[CH:10]=1)[CH3:12]. The yield is 99.6%. Starting materials: C(C)(=O)OC1=C(C(=C(C(=C1)C(C)=O)O)C)C (5-acetyl-4-hydroxy-2,3-dimethylphenyl acetate), O (water), Cl (HCl). Starting materials: C(#N)CCNC(=O)C1=CC(OC2=C1C=C(C=C2)C(F)(F)F)(CF)CF (N-(2-cyanoethyl)-2,2-bis-fluoromethyl-6-trifluoromethyl-2H-1-benzopyran-4-carbamide), COC=1C=CC(=CC1)P2(=S)SP(=S)(S2)C=3C=CC(=CC3)OC (Lawesson's reagent), C1=CC=CC=C1 (benzene). Run in C(Cl)Cl (methylene chloride). Conditions: temperature 80 celsius, time 1 hour. The product is C(#N)CCNC(=S)C1=CC(OC2=C1C=C(C=C2)C(F)(F)F)(CF)CF (N-(2-cyanoethyl)-2,2-bisfluoromethyl-6-trifluoromethyl-2H-1-benzopyran-4-carbothioamide). Yield: 89.6%. Reaction SMILES: [C:1]([CH2:3][CH2:4][NH:5][C:6]([C:8]1[C:13]2[CH:14]=[C:15]([C:18]([F:21])([F:20])[F:19])[CH:16]=[CH:17][C:12]=2[O:11][C:10]([CH2:24][F:25])([CH2:22][F:23])[CH:9]=1)=O)#[N:2].COC1C=CC(P2(SP(C3C=CC(OC)=CC=3)(=S)S2)=[S:35])=CC=1.C1C=CC=CC=1>C(Cl)Cl>[C:1]([CH2:3][CH2:4][NH:5][C:6]([C:8]1[C:13]2[CH:14]=[C:15]([C:18]([F:21])([F:20])[F:19])[CH:16]=[CH:17][C:12]=2[O:11][C:10]([CH2:24][F:25])([CH2:22][F:23])[CH:9]=1)=[S:35])#[N:2]. Procedure: A mixture of 92 mg of N-(2-cyanoethyl)-2,2-bis-fluoromethyl-6-trifluoromethyl-2H-1-benzopyran-4-carbamide, 60 mg of Lawesson's reagent and 2 ml of benzene was heated while stirring at 80° C. for 1 hour. The reaction mixture was subjected to silica gel chromatography (an eluting solvent: methylene chloride) to obtain 50 mg of N-(2-cyanoethyl)-2,2-bisfluoromethyl-6-trifluoromethyl-2H-1-benzopyran-4-carbothioamide having a melting point of 105°-106° C.